From a dataset of the Open Reaction Database (ORD), a public repository of structured organic reaction records. describe an organic reaction: reactants, conditions, products, and yield Starting materials: C1(=CC(=CC=C1)N1C(=NC=2C1=NC=CC2)[C@H](C)N)C ((S)-1-(3-m-tolyl-3H-imidazo[4,5-b]pyridin-2-yl)ethylamine), ClC1=C2N=CN(C2=NC=N1)C1OCCCC1 (6-chloro-9-(tetrahydropyran-2-yl)-9H-purine), CCN(C(C)C)C(C)C (DIPEA). The solvent is C(CCC)O (n-butanol). Conditions: temperature 90 celsius. The product is N1=CN=C2NC=NC2=C1N[C@@H](C)C1=NC=2C(=NC=CC2)N1C=1C=C(C=CC1)C ((9H-Purin-6-yl)-[(S)-1-(3-m-tolyl-3H-imidazo[4,5-b]pyridin-2-yl)-ethyl]-amine). The yield is 30.9%. RXN SMILES: [C:1]1([CH3:19])[CH:6]=[CH:5][CH:4]=[C:3]([N:7]2[C:11]3=[N:12][CH:13]=[CH:14][CH:15]=[C:10]3[N:9]=[C:8]2[C@@H:16]([NH2:18])[CH3:17])[CH:2]=1.Cl[C:21]1[N:29]=[CH:28][N:27]=[C:26]2[C:22]=1[N:23]=[CH:24][N:25]2C1CCCCO1.CCN(C(C)C)C(C)C>C(O)CCC>[N:29]1[C:21]([NH:18][C@H:16]([C:8]2[N:7]([C:3]3[CH:2]=[C:1]([CH3:19])[CH:6]=[CH:5][CH:4]=3)[C:11]3=[N:12][CH:13]=[CH:14][CH:15]=[C:10]3[N:9]=2)[CH3:17])=[C:22]2[C:26]([NH:25][CH:24]=[N:23]2)=[N:27][CH:28]=1. Procedure: A mixture of (S)-1-(3-m-tolyl-3H-imidazo[4,5-b]pyridin-2-yl)ethylamine (420 mg, 1.66 mmol), 6-chloro-9-(tetrahydropyran-2-yl)-9H-purine (550 mg, 2.33 mmol) and DIPEA (0.52 mL, 3.00 mmol) in n-butanol (3 mL) was heated at 90° C. in a sealed vial for 16 h. After cooling to RT, the crude reaction mixture was loaded onto an Isolute® SCX-2 cartridge and washed with MeOH followed by 2M NH3/MeOH. The basic fractions were combined and concentrated in vacuo. The resulting residue was purified by column c... Reactants: CC(=O)Cl, CN(C)CN(C)C, Clc1c(OCc2ccccc2)ccc2[nH]ccc12, ClCCl, [Na+], [OH-]. Yields the product CN(C)Cc1c[nH]c2ccc(OCc3ccccc3)c(Cl)c12. RXN SMILES: [CH3:1][C:2](=[O:3])[Cl:4].[CH3:5][N:6]([CH3:7])[CH2:8][N:9]([CH3:10])[CH3:11].[Cl:12][c:13]1[c:14]2[cH:15][cH:16][nH:17][c:18]2[cH:19][cH:20][c:21]1[O:22][CH2:23][c:24]1[cH:25][cH:26][cH:27][cH:28][cH:29]1.[Cl:32][CH2:33][Cl:34].[Na+:31].[OH-:30]>>[CH2:8]([N:9]([CH3:10])[CH3:11])[c:15]1[c:14]2[c:13]([Cl:12])[c:21]([O:22][CH2:23][c:24]3[cH:25][cH:26][cH:27][cH:28][cH:29]3)[cH:20][cH:19][c:18]2[nH:17][cH:16]1. Starting materials: CCO, CCCCC(=O)N1C(c2ccc(-c3ccccc3C#N)cc2)OC(=O)C1C(C)C, O=C[O-], [NH4+]. Reaction SMILES: [CH3:34][CH2:35][OH:36].[CH:1]([CH3:2])([CH3:3])[CH:4]1[N:5]([C:24]([CH2:25][CH2:26][CH2:27][CH3:28])=[O:29])[CH:6]([c:10]2[cH:11][cH:12][c:13](-[c:16]3[c:17]([C:22]#[N:23])[cH:18][cH:19][cH:20][cH:21]3)[cH:14][cH:15]2)[O:7][C:8]1=[O:9].[CH:30]([O-:31])=[O:32].[NH4+:33]>>[CH:1]([CH3:2])([CH3:3])[CH:4]([N:5]([CH2:6][c:10]1[cH:11][cH:12][c:13](-[c:16]2[c:17]([C:22]#[N:23])[cH:18][cH:19][cH:20][cH:21]2)[cH:14][cH:15]1)[C:24]([CH2:25][CH2:26][CH2:27][CH3:28])=[O:29])[C:8](=[O:7])[OH:9]. Yields the product CCCCC(=O)N(Cc1ccc(-c2ccccc2C#N)cc1)C(C(=O)O)C(C)C. The reactants are OC1=C(C(N(N=C1C(C)C)CC1=C(C=CC=C1)C1=CC=C(C=C1)[N+](=O)[O-])=O)C(=O)NCC(=O)O (N-({5-hydroxy-6-(1-methylethyl)-2-[(4′-nitro-2-biphenylyl)methyl]-3-oxo-2,3-dihydro-4-pyridazinyl}carbonyl)glycine), [H][H] (Hydrogen). The reagents and catalysts are [Pd] (palladium on carbon). Run in CO (Methanol), C(C)(=O)OCC (Ethyl acetate). Product: NC1=CC=C(C=C1)C1=C(C=CC=C1)CN1N=C(C(=C(C1=O)C(=O)NCC(=O)O)O)C(C)C (N-{[2-[(4′-amino-2-biphenylyl)methyl]-5-hydroxy-6-(1-methylethyl)-3-oxo-2,3-dihydro-4-pyridazinyl]carbonyl}glycine). Yield: 45.3%. As a reaction SMILES: [OH:1][C:2]1[C:7]([CH:8]([CH3:10])[CH3:9])=[N:6][N:5]([CH2:11][C:12]2[CH:17]=[CH:16][CH:15]=[CH:14][C:13]=2[C:18]2[CH:23]=[CH:22][C:21]([N+:24]([O-])=O)=[CH:20][CH:19]=2)[C:4](=[O:27])[C:3]=1[C:28]([NH:30][CH2:31][C:32]([OH:34])=[O:33])=[O:29].[H][H]>[Pd].CO.C(OCC)(=O)C>[NH2:24][C:21]1[CH:20]=[CH:19][C:18]([C:13]2[CH:14]=[CH:15][CH:16]=[CH:17][C:12]=2[CH2:11][N:5]2[C:4](=[O:27])[C:3]([C:28]([NH:30][CH2:31][C:32]([OH:34])=[O:33])=[O:29])=[C:2]([OH:1])[C:7]([CH:8]([CH3:10])[CH3:9])=[N:6]2)=[CH:23][CH:22]=1. Procedure: To a Parr shaker flask was added N-({5-hydroxy-6-(1-methylethyl)-2-[(4′-nitro-2-biphenylyl)methyl]-3-oxo-2,3-dihydro-4-pyridazinyl}carbonyl)glycine (example 89, 65 mg, 0.139 mmol) and palladium on carbon (7.41 mg, 0.070 mmol) in Methanol (10 ml) and Ethyl acetate (2.500 ml) under a nitrogen atmosphere. The mixture was placed on a Parr shaker under 50 psi Hydrogen for 1 hour. The reaction mixture was filtered to remove the palladium on carbon followed by removal of the solvent by rotary evaporati...